From a dataset of the Open Reaction Database (ORD), a public repository of structured organic reaction records. describe an organic reaction: reactants, conditions, products, and yield Reactants: CC1(C)OCC(CCNC(=O)C2NC(CC3(CO)CCCCC3)C(C#N)(c3ccc(Cl)cc3F)C2c2cccc(Cl)c2F)O1, Cl, C1CCOC1. The product is N#CC1(c2ccc(Cl)cc2F)C(CC2(CO)CCCCC2)NC(C(=O)NCCC(O)CO)C1c1cccc(Cl)c1F. Reaction SMILES: [CH3:1][C:2]1([CH3:44])[O:3][CH2:4][CH:5]([CH2:7][CH2:8][NH:9][C:10](=[O:11])[CH:12]2[NH:13][CH:14]([CH2:35][C:36]3([CH2:42][OH:43])[CH2:37][CH2:38][CH2:39][CH2:40][CH2:41]3)[C:15]([C:25]#[N:26])([c:27]3[c:28]([F:34])[cH:29][c:30]([Cl:33])[cH:31][cH:32]3)[CH:16]2[c:17]2[c:18]([F:24])[c:19]([Cl:23])[cH:20][cH:21][cH:22]2)[O:6]1.[ClH:45].[O:46]1[CH2:47][CH2:48][CH2:49][CH2:50]1>>[OH:3][CH2:4][CH:5]([OH:6])[CH2:7][CH2:8][NH:9][C:10](=[O:11])[CH:12]1[NH:13][CH:14]([CH2:35][C:36]2([CH2:42][OH:43])[CH2:37][CH2:38][CH2:39][CH2:40][CH2:41]2)[C:15]([C:25]#[N:26])([c:27]2[c:28]([F:34])[cH:29][c:30]([Cl:33])[cH:31][cH:32]2)[CH:16]1[c:17]1[c:18]([F:24])[c:19]([Cl:23])[cH:20][cH:21][cH:22]1. The reactants are NC(CCC(=O)OC(C)(C)C)CC1=CC(=CC=C1)OC (tert-butyl 4-amino-5-(3-methoxyphenyl)valerate), [OH-].[Na+] (sodium hydroxide), C(C)O (ethanol). Run in O1CCOCC1 (1,4-dioxane), C(C)(=O)OC(C)=O (acetic anhydride). Run at time 80 minute. Product: C(C)(=O)NC(CCC(=O)OC(C)(C)C)CC1=CC(=CC=C1)OC (tert-butyl 4-acetylamino-5-(3-methoxyphenyl)valerate). Reaction SMILES: [NH2:1][CH:2]([CH2:12][C:13]1[CH:18]=[CH:17][CH:16]=[C:15]([O:19][CH3:20])[CH:14]=1)[CH2:3][CH2:4][C:5]([O:7][C:8]([CH3:11])([CH3:10])[CH3:9])=[O:6].[CH2:21]([OH:23])[CH3:22].[OH-].[Na+]>O1CCOCC1.C(OC(=O)C)(=O)C>[C:21]([NH:1][CH:2]([CH2:12][C:13]1[CH:18]=[CH:17][CH:16]=[C:15]([O:19][CH3:20])[CH:14]=1)[CH2:3][CH2:4][C:5]([O:7][C:8]([CH3:11])([CH3:10])[CH3:9])=[O:6])(=[O:23])[CH3:22] |f:2.3|. Reported procedure: To a solution of tert-butyl 4-amino-5-(3-methoxyphenyl)valerate (0.22 g) in 1,4-dioxane (0.2 ml), acetic anhydride (0.08 ml) was added and the solution was stirred for 80 minutes. To the solution, ethanol was added and the solution was stirred for 15 minutes. The pH of the solution was adjusted to 12 with sodium hydroxide solution and the solution was extracted with ethyl acetate. The extract was washed with brine, dried over anhydrous sodium sulfate, and evaporated in vacuo to give tert-butyl 4... The product is NC(CO)(CO)CN1CCCC2=C(C=CC=C12)C1=NOC(=N1)C1=CC=C(C=C1)CCC (2-Amino-2-((5-(5-(4-propylphenyl)-1,2,4-oxadiazol-3-yl)-3,4-dihydroquinolin-1(2H)-yl)methyl)propane-1,3-diol). Procedure: When the product of Step E was substituted for tert-butyl 2,2-dimethyl-5-((4-(5-(6-propylpyridin-3-yl)-1,2,4-oxadiazol-3-yl)indolin-1-yl)methyl)-1,3-dioxan-5-ylcarbamate in Example 66 Step F, the identical process afforded the title compound in 45% yield, as colourless solid. 1H-NMR (CDCl3+CD3OD) 0.89 (tr, 3H, J=7.4 Hz); 1.55-1.68 (m, 2H); 1.88 (m, 2H); 2.61 (tr, 2H, J=7.4 Hz); 2.95-3.1 (m, 8H+H2O); 3.31 (m, 4H); 3.35-3.79 (m, 4H); 7.06-7.16 (m, 3H); 7.23-7.29 (m, 2H+CDCl3); 8.02 (d, 2H, J=8 Hz)... As a reaction SMILES: CC1(C)[O:7][CH2:6][C:5]([NH:33]C(=O)OC(C)(C)C)([CH2:8][N:9]2[C:18]3[C:13](=[C:14]([C:19]4[N:23]=[C:22]([C:24]5[CH:29]=[CH:28][C:27]([CH2:30][CH2:31][CH3:32])=[CH:26][CH:25]=5)[O:21][N:20]=4)[CH:15]=[CH:16][CH:17]=3)[CH2:12][CH2:11][CH2:10]2)[CH2:4][O:3]1.CC1(C)OCC(NC(=O)OC(C)(C)C)(CN2C3C(=C(C4N=C(C5C=NC(CCC)=CC=5)ON=4)C=CC=3)CC2)CO1>>[NH2:33][C:5]([CH2:8][N:9]1[C:18]2[C:13](=[C:14]([C:19]3[N:23]=[C:22]([C:24]4[CH:25]=[CH:26][C:27]([CH2:30][CH2:31][CH3:32])=[CH:28][CH:29]=4)[O:21][N:20]=3)[CH:15]=[CH:16][CH:17]=2)[CH2:12][CH2:11][CH2:10]1)([CH2:6][OH:7])[CH2:4][OH:3]. Isolated yield 45.0%. The reactants are CC1(OCC(CO1)(CN1CCCC2=C(C=CC=C12)C1=NOC(=N1)C1=CC=C(C=C1)CCC)NC(OC(C)(C)C)=O)C (tert-Butyl 2,2-dimethyl-5-((5-(5-(4-propylphenyl)-1,2,4-oxadiazol-3-yl)-3,4-dihydroquinolin-1(2H)-yl)methyl)-1,3-dioxan-5-ylcarbamate), CC1(OCC(CO1)(CN1CCC2=C(C=CC=C12)C1=NOC(=N1)C=1C=NC(=CC1)CCC)NC(OC(C)(C)C)=O)C (tert-butyl 2,2-dimethyl-5-((4-(5-(6-propylpyridin-3-yl)-1,2,4-oxadiazol-3-yl)indolin-1-yl)methyl)-1,3-dioxan-5-ylcarbamate).